describe an organic reaction: reactants, conditions, products, and yield From a dataset of the Open Reaction Database (ORD), a public repository of structured organic reaction records. Starting materials: CCN(C(C)C)C(C)C (DIEA), ClC1=NC=NC(=N1)Cl (2,4-Dichloro-1,3,5-triazine), CC=1C=C2CCCNC2=CC1 (6-methyl-1,2,3,4-tetrahydroquinoline). The solvent is CN(C)C=O (DMF). Run at temperature 0 celsius. Yields the product ClC1=NC(=NC=N1)N1CCCC2=CC(=CC=C12)C (1-(4-chloro-[1,3,5]triazin-2-yl)-6-methyl-1,2,3,4-tetrahydro-quinoline). As a reaction SMILES: Cl[C:2]1[N:7]=[C:6]([Cl:8])[N:5]=[CH:4][N:3]=1.CCN(C(C)C)C(C)C.[CH3:18][C:19]1[CH:20]=[C:21]2[C:26](=[CH:27][CH:28]=1)[NH:25][CH2:24][CH2:23][CH2:22]2>CN(C=O)C>[Cl:8][C:6]1[N:5]=[CH:4][N:3]=[C:2]([N:25]2[C:26]3[C:21](=[CH:20][C:19]([CH3:18])=[CH:28][CH:27]=3)[CH2:22][CH2:23][CH2:24]2)[N:7]=1. Procedure details: 2,4-Dichloro-1,3,5-triazine (1.95 g, 13 mmol) was dissolved in DMF (50 mL) under N2 and cooled to 0° C. DIEA (1.68 g, 13 mmol) was added, followed by the addition of 6-methyl-1,2,3,4-tetrahydroquinoline (1.91 g, 13 mmol). The reaction was stirred with gradual warming to RT. The reaction was quenched after 3 h with water, which caused a sticky precipitate to form. The mixture was extracted 3 times with EtOAc. The EtOAc extracts were washed brine, combined, dried over Na2SO4, filtered, and concent... Reactants: C([O-])([O-])=O.[K+].[K+] (potassium carbonate), OC1=CC=C(C=O)C=C1 (4-hydroxybenzaldehyde), Cl.CN(C)CCCl (dimethylaminoethyl chloride hydrochloride), CN(C=O)C (dimethylformamide). Solvent: C(C)(C)OC(C)C (diisopropylether), O (water). Conditions: temperature 60 celsius, time 8 hour. The product is CN(CCOC1=CC=C(C=O)C=C1)C (4-[2-(dimethylamino)ethoxy]benzaldehyde). Isolated yield 21.3%. RXN SMILES: [OH:1][C:2]1[CH:9]=[CH:8][C:5]([CH:6]=[O:7])=[CH:4][CH:3]=1.Cl.[CH3:11][N:12]([CH2:14][CH2:15]Cl)[CH3:13].CN(C)C=O.C(=O)([O-])[O-].[K+].[K+]>C(OC(C)C)(C)C.O>[CH3:11][N:12]([CH3:13])[CH2:14][CH2:15][O:1][C:2]1[CH:9]=[CH:8][C:5]([CH:6]=[O:7])=[CH:4][CH:3]=1 |f:1.2,4.5.6|. Procedure details: To a suspension of 4-hydroxybenzaldehyde (2.0 g), dimethylaminoethyl chloride hydrochloride (2.83 g), dimethylformamide (8 mL) in diisopropylether (1 mL) is added potassium carbonate (5.53 g) and the mixture was stirred at 60° C. overnight. To the reaction mixture was added water and the mixture was extracted with ethyl acetate (×2). The organic layer is concentrated in vacuo and the resultant crude product was purified by a column chromatography on silica gel (solvent; chloroform/methanol=100:0... RXN SMILES: [Br:10][c:11]1[cH:12][cH:13][cH:14][cH:15][cH:16]1.[CH3:1][O:2][c:3]1[cH:4][cH:5][cH:6][c:7]([OH:8])[cH:9]1.[Cu+2:35].[Cu:29].[K+:17].[K+:18].[O-:19][C:20]([O-:21])=[O:22].[S:30]([O-:31])([O-:32])(=[O:33])=[O:34].[cH:23]1[cH:24][cH:25][n:26][cH:27][cH:28]1>>[CH3:1][O:2][c:3]1[cH:4][cH:5][cH:6][c:7]([O:8][c:11]2[cH:12][cH:13][cH:14][cH:15][cH:16]2)[cH:9]1. Product: COc1cccc(Oc2ccccc2)c1. The reactants are Brc1ccccc1, COc1cccc(O)c1, [Cu+2], [Cu], [K+], [K+], O=C([O-])[O-], O=S(=O)([O-])[O-], c1ccncc1. The reactants are COCCOCCO, N#CN1Cc2ccccc2-c2ccccc2C1. Product: COCCOCCOC(=N)N1Cc2ccccc2-c2ccccc2C1. As a reaction SMILES: [CH3:18][O:19][CH2:20][CH2:21][O:22][CH2:23][CH2:24][OH:25].[cH:1]1[cH:2][cH:3][cH:4][c:5]2[c:11]1-[c:10]1[c:9]([cH:15][cH:14][cH:13][cH:12]1)[CH2:8][N:7]([C:16]#[N:17])[CH2:6]2>>[cH:1]1[cH:2][cH:3][cH:4][c:5]2[c:11]1-[c:10]1[c:9]([cH:15][cH:14][cH:13][cH:12]1)[CH2:8][N:7]([C:16](=[NH:17])[O:25][CH2:24][CH2:23][O:22][CH2:21][CH2:20][O:19][CH3:18])[CH2:6]2. Starting materials: C(C)(C)N(CC)C(C)C (diisopropyl ethylamine), 2, NC(CCO)O (amino-1,3-propanediol), C(CCCCCCCCCCCCC)Br (tetradecyl bromide). Run in C(C)O (ethanol). Product: C(CCCCCCCCCCCCC)NC(CO)CO (2-(tetradecylamino)propane-1,3-diol). RXN SMILES: N[CH:2]([OH:6])[CH2:3][CH2:4][OH:5].[CH2:7](Br)[CH2:8][CH2:9][CH2:10][CH2:11][CH2:12][CH2:13][CH2:14][CH2:15][CH2:16][CH2:17][CH2:18][CH2:19][CH3:20].C([N:25](C(C)C)CC)(C)C>C(O)C>[CH2:7]([NH:25][CH:3]([CH2:4][OH:5])[CH2:2][OH:6])[CH2:8][CH2:9][CH2:10][CH2:11][CH2:12][CH2:13][CH2:14][CH2:15][CH2:16][CH2:17][CH2:18][CH2:19][CH3:20]. Procedure details: 3 g of 2 amino-1,3-propanediol were dissolved in 100 ml ethanol, 4 ml tetradecyl bromide were added followed by 5 ml diisopropyl ethylamine. The mixture was heated to reflux for 24 hours in a 250 ml round bottom flask equipped with a reflux condenser and stirred on a magnetic stirrer. The solution was evaporated to dryness and dissolved in 200 ml dichloromethane:methanol, 2:1, transferred to a 500 ml separatory funnel and washed with 75 ml 0.2N HCl. Phases were separated and the organic phase wa... RXN SMILES: [CH3:1][S:2](=[O:3])(=[O:4])[c:5]1[cH:6][c:7](-[c:11]2[c:12]([N+:17]([O-:18])=[O:19])[cH:13][cH:14][cH:15][cH:16]2)[cH:8][cH:9][cH:10]1.[CH3:20][CH2:21][OH:22]>>[CH3:1][S:2](=[O:3])(=[O:4])[c:5]1[cH:6][c:7](-[c:11]2[c:12]([NH2:17])[cH:13][cH:14][cH:15][cH:16]2)[cH:8][cH:9][cH:10]1. The reactants are CS(=O)(=O)c1cccc(-c2ccccc2[N+](=O)[O-])c1, CCO. Product: CS(=O)(=O)c1cccc(-c2ccccc2N)c1. The reactants are N1(C=CC2=CC=CC=C12)CCO (2-(indol-1-yl)-ethanol), N(=NC(=O)N1CCCCC1)C(=O)N1CCCCC1 (1,1'-(azodicarbonyl)dipiperidine), OC1=CC=C(CC2C(N(C(S2)=O)C(C2=CC=CC=C2)(C2=CC=CC=C2)C2=CC=CC=C2)=O)C=C1 (5-(4-hydroxybenzyl)-3-triphenylmethylthiazolidine-2,4-dione), C(CCC)P(CCCC)CCCC (tributylphosphine). The solvent is C1=CC=CC=C1 (benzene). The product is N1(C=CC2=CC=CC=C12)CCOC1=CC=C(CC2C(N(C(S2)=O)C(C2=CC=CC=C2)(C2=CC=CC=C2)C2=CC=CC=C2)=O)C=C1 (5-{4-[2-(Indol-1-yl)ethoxy]benzyl}-3-triphenylmethylthiazolidine-2,4-dione). Yield: 90.5%. RXN SMILES: [N:1]1([CH2:10][CH2:11][OH:12])[C:9]2[C:4](=[CH:5][CH:6]=[CH:7][CH:8]=2)[CH:3]=[CH:2]1.O[C:14]1[CH:46]=[CH:45][C:17]([CH2:18][CH:19]2[S:23][C:22](=[O:24])[N:21]([C:25]([C:38]3[CH:43]=[CH:42][CH:41]=[CH:40][CH:39]=3)([C:32]3[CH:37]=[CH:36][CH:35]=[CH:34][CH:33]=3)[C:26]3[CH:31]=[CH:30][CH:29]=[CH:28][CH:27]=3)[C:20]2=[O:44])=[CH:16][CH:15]=1.C(P(CCCC)CCCC)CCC.N(C(N1CCCCC1)=O)=NC(N1CCCCC1)=O>C1C=CC=CC=1>[N:1]1([CH2:10][CH2:11][O:12][C:14]2[CH:46]=[CH:45][C:17]([CH2:18][CH:19]3[S:23][C:22](=[O:24])[N:21]([C:25]([C:38]4[CH:43]=[CH:42][CH:41]=[CH:40][CH:39]=4)([C:32]4[CH:33]=[CH:34][CH:35]=[CH:36][CH:37]=4)[C:26]4[CH:31]=[CH:30][CH:29]=[CH:28][CH:27]=4)[C:20]3=[O:44])=[CH:16][CH:15]=2)[C:9]2[C:4](=[CH:5][CH:6]=[CH:7][CH:8]=2)[CH:3]=[CH:2]1. Procedure details: A procedure similar to that described in Preparation 4 was repeated, except that 2.0 g of 2-(indol-1-yl)-ethanol (prepared as described in Preparation 13), 4.81 g of 5-(4-hydroxybenzyl)-3-triphenylmethylthiazolidine-2,4-dione, 3.1 ml of tributylphosphine, 3.20 g of 1,1'-(azodicarbonyl)dipiperidine and 60 ml of anhydrous benzene were used, to give 5.69 g of the title compound, melting at 63.5°-65.9° C. Starting materials: Cc1ccccc1, O=C(Cl)C(Cl)(Cl)Cl, [H-], [H][H], Cc1cc(C)nc(Nc2ccccc2)n1, [Na+]. Product: Cc1cc(C)nc(N(C(=O)C(Cl)(Cl)Cl)c2ccccc2)n1. As a reaction SMILES: [CH3:27][c:28]1[cH:29][cH:30][cH:31][cH:32][cH:33]1.[Cl:20][C:21]([C:22](=[O:23])[Cl:24])([Cl:25])[Cl:26].[H-:16].[H:18][H:19].[NH:1]([c:2]1[cH:3][cH:4][cH:5][cH:6][cH:7]1)[c:8]1[n:9][c:10]([CH3:15])[cH:11][c:12]([CH3:14])[n:13]1.[Na+:17]>>[N:1]([c:2]1[cH:3][cH:4][cH:5][cH:6][cH:7]1)([c:8]1[n:9][c:10]([CH3:15])[cH:11][c:12]([CH3:14])[n:13]1)[C:22]([C:21]([Cl:20])([Cl:25])[Cl:26])=[O:23]. The reactants are C(=O)(C(F)(F)F)O (TFA), BrC#N (BrCN), C(C1=CC=CC=C1)OCC1=CC=CC=C1 (benzyl ether), N#CN (cyanamide). Yields the product desired product, C(C1=CC=CC=C1)OC1CN(C1)C#N (3-(benzyloxy)-1-cyanoazetidine). RXN SMILES: [CH2:1]([O:8][CH2:9][C:10]1[CH:15]=[CH:14][CH:13]=[CH:12][CH:11]=1)[C:2]1C=CC=CC=1.[N:16]#[C:17][NH2:18].[C:19](O)(C(F)(F)F)=O.BrC#N>>[CH2:9]([O:8][CH:1]1[CH2:2][N:16]([C:17]#[N:18])[CH2:19]1)[C:10]1[CH:11]=[CH:12][CH:13]=[CH:14][CH:15]=1. Procedure details: Following general procedure 12, to a cold (0° C.), stirred solution of the alcohol (46) (173 mg, 1 equiv.) in DMF (2 mL) was added NaH,(60% in oil, 60 mg, 1.5 equiv.). The suspension was stirred at 0° C. for 30 minutes followed by the addition of the benzyl chloride (230 uL, 2 equiv.). The resulting suspension was poured into H2O and extracted with Et2O (3×). The combined organic extracts were washed with H2O and brine, dried (MgSO4) and concentrated under reduced pressure. The residue was purif... Starting materials: Cl.NC=1SC(=CN1)Cl (2-amino-5-chloro-thiazole hydrochloride), C(C)(=O)OC(C(=O)OCC)C(=O)C (ethyl 2-acetoxy-acetoacetate), polyphosphoric acid. Solvent: CC(=O)N(C)C (dimethylacetamide). Run at temperature 100 celsius, time 6 hour. The product is ClC1=CN2C(=NC(=C(C2=O)O)C)S1 (2-chloro-6-hydroxy-7-methyl-5H-thiazolo[3,2-a]pyrimidine-5-one). Yield: 46.2%. RXN SMILES: Cl.[NH2:2][C:3]1[S:4][C:5]([Cl:8])=[CH:6][N:7]=1.C([O:12][CH:13]([C:19]([CH3:21])=O)[C:14](OCC)=[O:15])(=O)C>CC(N(C)C)=O>[Cl:8][C:5]1[S:4][C:3]2=[N:2][C:19]([CH3:21])=[C:13]([OH:12])[C:14](=[O:15])[N:7]2[CH:6]=1 |f:0.1|. Procedure: 2-amino-5-chloro-thiazole hydrochloride (10 g) was reacted with ethyl 2-acetoxy-acetoacetate (22 g) in dimethylacetamide (400 ml) containing polyphosphoric acid (71 g: 29 g of H3PO4 and 42 g of P2O5) under stirring at 100° C. for 6 hours. After cooling, dilution with ice water and neutralization with 37% NaOH, the precipitate was extracted with ethyl acetate and the organic solution was evaporated in vacuo to dryness. The residue was hydrolyzed by treatment with 35% HCl (50 ml) in dioxane (100 m...